From a dataset of the Open Reaction Database (ORD), a public repository of structured organic reaction records. describe an organic reaction: reactants, conditions, products, and yield The reactants are C(=O)(OC(C)(C)C)CN1CCN(CCCN(CCNCCC1)CC(=O)OC(C)(C)C)CC1=CC=C(C=C1)[N+](=O)[O-] (1,8-bis-(carbo-tert-butoxymethyl)-4-(4′-nitrobenzyl)-1,4,8,11-tetraazacyclotetradecane), CCOCC (Et2O), resultant mixture. Reagents/catalysts: [Pd].C(=O)([O-])[O-].[Ca+2] (Pd CaCO3). Solvent: C(C)O (ethanol). Yields the product C(=O)(OC(C)(C)C)CN1CCN(CCCN(CCNCCC1)CC(=O)OC(C)(C)C)CC1=CC=C(C=C1)N (1,8-bis-(carbo-tert-butoxymethyl)-4-(4′-aminobenzyl)-1,4,8,11-tetraazacyclotetradecane). The yield is 98.0%. As a reaction SMILES: [C:1]([CH2:8][N:9]1[CH2:22][CH2:21][CH2:20][NH:19][CH2:18][CH2:17][N:16]([CH2:23][C:24]([O:26][C:27]([CH3:30])([CH3:29])[CH3:28])=[O:25])[CH2:15][CH2:14][CH2:13][N:12]([CH2:31][C:32]2[CH:37]=[CH:36][C:35]([N+:38]([O-])=O)=[CH:34][CH:33]=2)[CH2:11][CH2:10]1)([O:3][C:4]([CH3:7])([CH3:6])[CH3:5])=[O:2].CCOCC>C(O)C.[Pd].C([O-])([O-])=O.[Ca+2]>[C:1]([CH2:8][N:9]1[CH2:22][CH2:21][CH2:20][NH:19][CH2:18][CH2:17][N:16]([CH2:23][C:24]([O:26][C:27]([CH3:29])([CH3:30])[CH3:28])=[O:25])[CH2:15][CH2:14][CH2:13][N:12]([CH2:31][C:32]2[CH:33]=[CH:34][C:35]([NH2:38])=[CH:36][CH:37]=2)[CH2:11][CH2:10]1)([O:3][C:4]([CH3:5])([CH3:6])[CH3:7])=[O:2] |f:3.4.5|. Procedure details: To a solution of compound (7) (1.22 g, 2.16 mmol) in absolute ethanol (100 ml) was added 5% Pd/CaCO3 (0.31 g) to which lead (Pb) had been added as an inhibitor. The resultant mixture was stirred at an ambient temperature under H2 atmosphere for 12 hours. The reaction mixture was filtered through a celite pad and washed with ethanol (2×20 ml). The combined filtrate was evaporated in vacuo to give an oily residue, which was then treated with Et2O to obtain an off-white solid of compound (9) (1.13 ... Reactants: C(C)(C)N(CC)C(C)C (diisopropylethylamine), C1(=CC=CC=C1)P(=O)(C1=CC=CC=C1)Cl (diphenylphosphinic chloride), FC(C(=O)O)(F)F.ClC1=CC(=C2C(=C1)NC(C21C(NC(C1C1=C(C(=CC=C1)Cl)F)C(=O)O)CC(C)(C)C)=O)F (rac-(2′S,3′R,4′S,5′R)-6-chloro-4′-(3-chloro-2-fluoro-phenyl)-2′-(2,2-dimethyl-propyl)-4-fluoro-2-oxo-1,2-dihydro-spiro[indole-3,3′-pyrrolidine]-5′-carboxylic acid trifluoroacetic acid), NC1=C(C=C(C#N)C=C1)OC (4-amino-3-methoxy-benzonitrile). Run in ClCCCl (1,2-dichloroethane). The product is C(#N)C1=CC(=C(C=C1)NC(=O)C1C(C2(C(N1)CC(C)(C)C)C(NC1=CC(=CC(=C12)F)Cl)=O)C1=C(C(=CC=C1)Cl)F)OC (rac-(2′S,3′R,4′S,5′R)-6-chloro-4′-(3-chloro-2-fluoro-phenyl)-2′-(2,2-dimethyl-propyl)-4-fluoro-2-oxo-1,2-dihydro-spiro[indole-3,3′-pyrrolidine]-5′-carboxylic acid (4-cyano-2-methoxy-phenyl)-amide). Yield: 30.6%. As a reaction SMILES: FC(F)(F)C(O)=O.[Cl:8][C:9]1[CH:14]=[C:13]2[NH:15][C:16](=[O:38])[C:17]3([CH:21]([C:22]4[CH:27]=[CH:26][CH:25]=[C:24]([Cl:28])[C:23]=4[F:29])[CH:20]([C:30](O)=[O:31])[NH:19][CH:18]3[CH2:33][C:34]([CH3:37])([CH3:36])[CH3:35])[C:12]2=[C:11]([F:39])[CH:10]=1.C(N(C(C)C)CC)(C)C.C1(P(Cl)(C2C=CC=CC=2)=O)C=CC=CC=1.[NH2:64][C:65]1[CH:72]=[CH:71][C:68]([C:69]#[N:70])=[CH:67][C:66]=1[O:73][CH3:74]>ClCCCl>[C:69]([C:68]1[CH:71]=[CH:72][C:65]([NH:64][C:30]([CH:20]2[NH:19][CH:18]([CH2:33][C:34]([CH3:35])([CH3:36])[CH3:37])[C:17]3([C:12]4[C:13](=[CH:14][C:9]([Cl:8])=[CH:10][C:11]=4[F:39])[NH:15][C:16]3=[O:38])[CH:21]2[C:22]2[CH:27]=[CH:26][CH:25]=[C:24]([Cl:28])[C:23]=2[F:29])=[O:31])=[C:66]([O:73][CH3:74])[CH:67]=1)#[N:70] |f:0.1|. Procedure details: In a manner similar to the method described in Example 27, rac-(2′S,3′R,4′S,5′R)-6-chloro-4′-(3-chloro-2-fluoro-phenyl)-2′-(2,2-dimethyl-propyl)-4-fluoro-2-oxo-1,2-dihydro-spiro[indole-3,3′-pyrrolidine]-5′-carboxylic acid trifluoroacetic acid prepared in Example 71 (0.95 g, 1.6 mmol), was reacted with diisopropylethylamine (0.82 g, 6.4 mmol), diphenylphosphinic chloride (0.75 g, 3.2 mmol) in 1,2-dichloroethane at room temperature, then reacted with 4-amino-3-methoxy benzonitrile prepared in Exam... Reactants: BrCCCOC1CCCCO1, O=C([O-])[O-], COC(=O)c1cc(-c2ccc(O)cc2)c(-c2ccccc2Cl)s1, [K+], [K+], CN(C)C=O, O. The product is COC(=O)c1cc(-c2ccc(OCCCOC3CCCCO3)cc2)c(-c2ccccc2Cl)s1. Reaction SMILES: [Br:24][CH2:25][CH2:26][CH2:27][O:28][CH:29]1[O:30][CH2:31][CH2:32][CH2:33][CH2:34]1.[C:35](=[O:36])([O-:37])[O-:38].[Cl:1][c:2]1[c:3](-[c:8]2[c:9](-[c:17]3[cH:18][cH:19][c:20]([OH:23])[cH:21][cH:22]3)[cH:10][c:11]([C:13](=[O:14])[O:15][CH3:16])[s:12]2)[cH:4][cH:5][cH:6][cH:7]1.[K+:39].[K+:40].[O:41]=[CH:42][N:43]([CH3:44])[CH3:45].[OH2:46]>>[Cl:1][c:2]1[c:3](-[c:8]2[c:9](-[c:17]3[cH:18][cH:19][c:20]([O:23][CH2:25][CH2:26][CH2:27][O:28][CH:29]4[O:30][CH2:31][CH2:32][CH2:33][CH2:34]4)[cH:21][cH:22]3)[cH:10][c:11]([C:13](=[O:14])[O:15][CH3:16])[s:12]2)[cH:4][cH:5][cH:6][cH:7]1. The reactants are ClC1=NC=CC(=N1)N1C(NC(C(=C1)C1C2=C(C=CC3=C1N=C(O3)C)C=C(C=C2)CC)=O)=O ((±)-1-(2-Chloropyrimidin-4-yl)-5-(7-ethyl-2-methyl-4H-benzo[5,6]cyclohepta[1,2-d]oxazol-4-yl)-2,4(1H,3H)-pyrimidinedione), ( ix ), C(C)(C)N(C(C)C)CC (N,N-diisopropylethylamine), C(C)OC(CC=1N=C(SC1)NC(CN)=O)=O (2-[(2-Aminoacetyl)amino]-4-thiazoleacetic acid ethyl ester), C(C)(C)N(C(C)C)CC (N,N-diisopropylethylamine). The solvent is CN1C(CCC1)=O (N-methylpyrrolidin-2-one). Run at temperature 90 celsius, time 24 hour. The product is C(C)C=1C=CC2=C(C=CC3=C(N=C(O3)C)C2C=2C(NC(N(C2)C2=NC(=NC=C2)NCC(=O)NC=2SC=C(N2)CC(=O)OCC)=O)=O)C1 ((±)-2-[2-[[4-[5-(7-Ethyl-2-methyl-4H-benzo[5,6]cyclohept[1,2-d]oxazol-4-yl)-3,4-dihydro-2,4-dioxo-1(2H)-pyrimidinyl]pyrimidin-2-yl]amino]acetylamino]-4-thiazoleacetic acid, ethyl ester). As a reaction SMILES: Cl[C:2]1[N:7]=[C:6]([N:8]2[CH:13]=[C:12]([CH:14]3[C:20]4[N:21]=[C:22]([CH3:24])[O:23][C:19]=4[CH:18]=[CH:17][C:16]4[CH:25]=[C:26]([CH2:29][CH3:30])[CH:27]=[CH:28][C:15]3=4)[C:11](=[O:31])[NH:10][C:9]2=[O:32])[CH:5]=[CH:4][N:3]=1.C(N(CC)C(C)C)(C)C.[CH2:42]([O:44][C:45](=[O:57])[CH2:46][C:47]1[N:48]=[C:49]([NH:52][C:53](=[O:56])[CH2:54][NH2:55])[S:50][CH:51]=1)[CH3:43]>CN1CCCC1=O>[CH2:29]([C:26]1[CH:27]=[CH:28][C:15]2[CH:14]([C:12]3[C:11](=[O:31])[NH:10][C:9](=[O:32])[N:8]([C:6]4[CH:5]=[CH:4][N:3]=[C:2]([NH:55][CH2:54][C:53]([NH:52][C:49]5[S:50][CH:51]=[C:47]([CH2:46][C:45]([O:44][CH2:42][CH3:43])=[O:57])[N:48]=5)=[O:56])[N:7]=4)[CH:13]=3)[C:20]3[N:21]=[C:22]([CH3:24])[O:23][C:19]=3[CH:18]=[CH:17][C:16]=2[CH:25]=1)[CH3:30]. Procedure: A mixture of the products from steps (viii) (0.65 g) and (ix) (1.025 g) and N,N-diisopropylethylamine (1.26 ml) in N-methylpyrrolidin-2-one (10 ml) was stirred at 90° C. for 24 hours. A further 0.342 g of product from step (ix) and N,N-diisopropylethylamine (0.5 ml) was added and heating continued for a further 24 hours. The solution was partitioned between 1N hydrochloric acid and ethyl acetate. The organic layer was washed with water, dried (MgSO4) and evaporated to give a brown oil which was ... Reactants: C(C)(C)(C)C=1N=C(SC1)C=1OC2=C(C1)C=C(C=C2)CCC2=C(C=CC=C2)C(=O)OCC (4-tert-butyl-2-[5-{2-(2-ethoxycarbonylphenyl)ethyl}benzofuran-2-yl]thiazole), Cl (hydrochloric acid). The solvent is CO (methanol), [OH-].[Na+] (sodium hydroxide). Yields the product C(C)(C)(C)C=1N=C(SC1)C=1OC2=C(C1)C=C(C=C2)CCC2=C(C=CC=C2)C(=O)O (4-tert-butyl-2-[5-{2-(2-carboxyphenyl)ethyl}benzofuran-2-yl]thiazole). Yield: 54.3%. As a reaction SMILES: [C:1]([C:5]1[N:6]=[C:7]([C:10]2[O:11][C:12]3[CH:18]=[CH:17][C:16]([CH2:19][CH2:20][C:21]4[CH:26]=[CH:25][CH:24]=[CH:23][C:22]=4[C:27]([O:29]CC)=[O:28])=[CH:15][C:13]=3[CH:14]=2)[S:8][CH:9]=1)([CH3:4])([CH3:3])[CH3:2].Cl>CO.[OH-].[Na+]>[C:1]([C:5]1[N:6]=[C:7]([C:10]2[O:11][C:12]3[CH:18]=[CH:17][C:16]([CH2:19][CH2:20][C:21]4[CH:26]=[CH:25][CH:24]=[CH:23][C:22]=4[C:27]([OH:29])=[O:28])=[CH:15][C:13]=3[CH:14]=2)[S:8][CH:9]=1)([CH3:4])([CH3:2])[CH3:3] |f:3.4|. Procedure: To a solution of 4-tert-butyl-2-[5-{2-(2-ethoxycarbonylphenyl)ethyl}benzofuran-2-yl]thiazole (170 mg) in methanol (5 ml), 1N aqueous sodium hydroxide (1.58 ml) was added. The resulting mixture was heated under reflux for 9 hours. After being cooled, 1N hydrochloric acid was added. The resulting precipitates were collected by filtration, and washed by water to give 4-tert-butyl-2-[5-{2-(2-carboxyphenyl)ethyl}benzofuran-2-yl]thiazole (86.3 mg). Reactants: C(C1=CC=CC=C1)OC1=CC(=C(C=O)C=C1)F (4-benzyloxy-2-fluoro-benzaldehyde), [O-]S(=O)(=O)C(F)(F)F.C(CCC)[B+]CCCC (di-n-butylboron triflate), C(C1=CC=CC=C1)[C@@H]1N(C(OC1)=O)C(COCC)=O ((S)-4-benzyl-3-ethoxyacetyl-oxazolidin-2-one), C(C1=CC=CC=C1)[C@@H]1N(C(OC1)=O)C(COCC)=O ((S)-4-benzyl-3-ethoxyacetyl-oxazolidin-2-one). Solvent: C(C)N(CC)CC (triethylamine). The product is C(C1=CC=CC=C1)[C@@H]1N(C(OC1)=O)C([C@H]([C@H](O)C1=C(C=C(C=C1)OCC1=CC=CC=C1)F)OCC)=O ((S)-4-benzyl-3-[(2S,3R)-3-(4-benzyloxy-2-fluoro-phenyl)-2-ethoxy-3-hydroxy-propionyl]-oxazolidin-2-one). RXN SMILES: [CH2:1]([C@H:8]1[CH2:12][O:11][C:10](=[O:13])[N:9]1[C:14](=[O:19])[CH2:15][O:16][CH2:17][CH3:18])[C:2]1[CH:7]=[CH:6][CH:5]=[CH:4][CH:3]=1.[CH2:20]([O:27][C:28]1[CH:35]=[CH:34][C:31]([CH:32]=[O:33])=[C:30]([F:36])[CH:29]=1)[C:21]1[CH:26]=[CH:25][CH:24]=[CH:23][CH:22]=1.[O-]S(C(F)(F)F)(=O)=O.C([B+]CCCC)CCC>C(N(CC)CC)C>[CH2:1]([C@H:8]1[CH2:12][O:11][C:10](=[O:13])[N:9]1[C:14](=[O:19])[C@@H:15]([O:16][CH2:17][CH3:18])[C@@H:32]([C:31]1[CH:34]=[CH:35][C:28]([O:27][CH2:20][C:21]2[CH:22]=[CH:23][CH:24]=[CH:25][CH:26]=2)=[CH:29][C:30]=1[F:36])[OH:33])[C:2]1[CH:3]=[CH:4][CH:5]=[CH:6][CH:7]=1 |f:2.3|. Reported procedure: In analogy to the procedure described in example 17 a], (S)-4-benzyl-3-ethoxyacetyl-oxazolidin-2-one (for the preparation of (S)-4-benzyl-3-ethoxyacetyl-oxazolidin-2-one see: D. Haigh, H. C. Birrell, B. C. C. Canteilo, D. S. Eggleston, R. C. Haltiwanger, R. M. Hindley, A. Ramaswamy, N. C. Stevens, Tetrahedron: Asymmetry 1999, 10, 1353-1367) was reacted with 4-benzyloxy-2-fluoro-benzaldehyde in the presence of triethylamine and di-n-butylboron triflate to give (S)-4-benzyl-3-[(2S,3R)-3-(4-benzylo... Starting materials: O=C([O-])[O-], [K+], [K+], C1COCCO1, O, CCc1cc(C(=O)c2ccccc2Cl)c(-n2c(C)nnc2CO)s1, O=S(Cl)Cl. Product: CCc1cc(C(=O)c2ccccc2Cl)c(-n2c(C)nnc2CCl)s1. Reaction SMILES: [C:30](=[O:31])([O-:32])[O-:33].[K+:34].[K+:35].[O:36]1[CH2:37][CH2:38][O:39][CH2:40][CH2:41]1.[OH2:29].[OH:5][CH2:6][c:7]1[n:8][n:9][c:10]([CH3:28])[n:11]1-[c:12]1[s:13][c:14]([CH2:26][CH3:27])[cH:15][c:16]1[C:17]([c:18]1[c:19]([Cl:24])[cH:20][cH:21][cH:22][cH:23]1)=[O:25].[S:1]([Cl:2])([Cl:3])=[O:4]>>[Cl:3][CH2:6][c:7]1[n:8][n:9][c:10]([CH3:28])[n:11]1-[c:12]1[s:13][c:14]([CH2:26][CH3:27])[cH:15][c:16]1[C:17]([c:18]1[c:19]([Cl:24])[cH:20][cH:21][cH:22][cH:23]1)=[O:25]. Reactants: C(#N)C1=CC=C(C=C1)CCC1=NC2=C(N1C)C=CC(=C2)NC (2-[2-(4-cyanophenyl)-ethyl]-1-methyl-5-methylamino-benzimidazole), CN(C)C(=[N+](C)C)ON1C2=C(C=CC=C2)N=N1.[B-](F)(F)(F)F (TBTU), C(#N)C1=CC=C(C=C1)CCC(=O)O (3-(p-cyanophenyl)-propionic acid), CN1CCOCC1 (N-methylmorpholine). Run in CN(C=O)C (dimethylformamide). Conditions: time 16 hour. Product: C(#N)C1=CC=C(C=C1)CCC1=NC2=C(N1C)C=CC(=C2)N(C(CCC2=CC=C(C=C2)C#N)=O)C (N-{2-[2-(4-Cyanophenyl)-ethyl]-1-methyl-benzimidazol-5-yl}-N-methyl-[3-(4-cyanophenyl)-propionamide]). Reaction SMILES: [C:1]([C:3]1[CH:8]=[CH:7][C:6]([CH2:9][CH2:10][C:11]2[N:15]([CH3:16])[C:14]3[CH:17]=[CH:18][C:19]([NH:21][CH3:22])=[CH:20][C:13]=3[N:12]=2)=[CH:5][CH:4]=1)#[N:2].[C:23]([C:25]1[CH:30]=[CH:29][C:28]([CH2:31][CH2:32][C:33]([OH:35])=O)=[CH:27][CH:26]=1)#[N:24].CN1CCOCC1.CN(C(ON1N=NC2C=CC=CC1=2)=[N+](C)C)C.[B-](F)(F)(F)F>CN(C)C=O>[C:1]([C:3]1[CH:8]=[CH:7][C:6]([CH2:9][CH2:10][C:11]2[N:15]([CH3:16])[C:14]3[CH:17]=[CH:18][C:19]([N:21]([CH3:22])[C:33](=[O:35])[CH2:32][CH2:31][C:28]4[CH:27]=[CH:26][C:25]([C:23]#[N:24])=[CH:30][CH:29]=4)=[CH:20][C:13]=3[N:12]=2)=[CH:5][CH:4]=1)#[N:2] |f:3.4|. Procedure details: 2-[2-(4-cyanophenyl)-ethyl]-1-methyl-5-methylamino-benzimidazole (0.9 g, 3.1 mmol), 3-(p-cyanophenyl)-propionic acid (0.6 g, 3,4 mmol) and 0.5 mL of N-methylmorpholine are taken up in 10 mL of dimethylformamide. TBTU (1.2 g, 3.7 mmol) is added and the mixture is stirred for 16 h at ambient temperature. After dilution with 75 mL of ethyl acetate the mixture is washed with dilute aqueous NaOH or saturated NaHCO3 solution and with water, dried and evaporated down. The product is crystallised from e... The reactants are C1(=CC=CC=C1)C(C1=CC=C(C=C1)/C=C/C(=O)OCC)=C1CC(CC(C1)(C)C)(C)C (Ethyl (2E)-3-{4-[phenyl(3,3,5,5-tetramethylcyclohexylidene)methyl]phenyl}-2-propenoate), C1CCOC1 (THF), CCO (EtOH), [OH-].[Na+] (NaOH). The solvent is Cl (HCl), CCOC(=O)C (EtOAc). Yields the product C1(=CC=CC=C1)C(C1=CC=C(C=C1)/C=C/C(=O)O)=C1CC(CC(C1)(C)C)(C)C ((2E)-3-{4-[Phenyl(3,3,5,5-tetramethylcyclohexylidene)methyl]phenyl}-2-propenoic acid). RXN SMILES: [C:1]1([C:7](=[C:21]2[CH2:26][C:25]([CH3:28])([CH3:27])[CH2:24][C:23]([CH3:30])([CH3:29])[CH2:22]2)[C:8]2[CH:13]=[CH:12][C:11](/[CH:14]=[CH:15]/[C:16]([O:18]CC)=[O:17])=[CH:10][CH:9]=2)[CH:6]=[CH:5][CH:4]=[CH:3][CH:2]=1.C1COCC1.CCO.[OH-].[Na+]>Cl.CCOC(C)=O>[C:1]1([C:7](=[C:21]2[CH2:22][C:23]([CH3:30])([CH3:29])[CH2:24][C:25]([CH3:28])([CH3:27])[CH2:26]2)[C:8]2[CH:9]=[CH:10][C:11](/[CH:14]=[CH:15]/[C:16]([OH:18])=[O:17])=[CH:12][CH:13]=2)[CH:2]=[CH:3][CH:4]=[CH:5][CH:6]=1 |f:3.4|. Procedure: A mixture of 17 THF (35 mL) and absolute EtOH (35 mL) was charged with 1 N aqueous NaOH (46 mL) and heated to reflux. After 90 min the reaction was cooled to room temperature. The reaction was diluted with 1 N aqueous HCl (55 mL) and EtOAc (100 mL). The organic fraction iwa washed with water (2×75 mL) and brine (1000 mL) then dried (MgSO4) and concentrated to a white solid. This solid was triturated with hexane (25 mL) and recrystallized from CH3CN (100 mL) to yield: 1.87 g (84%) of the title co...